Dataset: the Open Reaction Database (ORD), a public repository of structured organic reaction records. Task: describe an organic reaction: reactants, conditions, products, and yield Starting materials: C1[C@H](O1)CO ((R)-(+)-glycidol), CC1=C(C(=CC(=C1)C=1SC2=NC(=CC=C2N1)C1(CC1)C1=CC=CC=C1)C)O (2,6-dimethyl-4-(5-(1-phenylcyclopropyl)thiazolo[5,4-b]pyridin-2-yl)phenol), [F-].[Cs+] (cesium fluoride), C1[C@H](O1)CO ((R)-(+)-glycidol). Solvent: CN(C)C=O (DMF). Procedure details: A mixture of 2,6-dimethyl-4-(5-(1-phenylcyclopropyl)thiazolo[5,4-b]pyridin-2-yl)phenol (35.1 mg, 94 μmol) and cesium fluoride (0.72 mg, 4.7 μmol) in anhydrous DMF (0.5 mL) was stirred at 25° C. for 1 h. (R)-(+)-glycidol (98% ee) (6.6 μl, 99 μmol) was then added, and the resulting mixture was heated under argon at 80° C. for 2 d. Additional (R)-(+)-glycidol (6.56 μl, 98.9 μmol) was then added, and the reaction mixture was heated at 80° C. for 18 h. The reaction mixture was subsequently cooled to ... Product: CC1=C(OC[C@@H](CO)O)C(=CC(=C1)C=1SC2=NC(=CC=C2N1)C1(CC1)C1=CC=CC=C1)C ((R)-3-(2,6-dimethyl-4-(5-(1-phenylcyclopropyl)thiazolo[5,4-b]pyridin-2-yl)phenoxy)propane-1,2-diol). Reaction conditions: temperature 80 celsius. RXN SMILES: [CH3:1][C:2]1[CH:7]=[C:6]([C:8]2[S:9][C:10]3[C:15]([N:16]=2)=[CH:14][CH:13]=[C:12]([C:17]2([C:20]4[CH:25]=[CH:24][CH:23]=[CH:22][CH:21]=4)[CH2:19][CH2:18]2)[N:11]=3)[CH:5]=[C:4]([CH3:26])[C:3]=1[OH:27].[F-].[Cs+].[CH2:30]1[O:32][C@@H:31]1[CH2:33][OH:34]>CN(C=O)C>[CH3:26][C:4]1[CH:5]=[C:6]([C:8]2[S:9][C:10]3[C:15]([N:16]=2)=[CH:14][CH:13]=[C:12]([C:17]2([C:20]4[CH:21]=[CH:22][CH:23]=[CH:24][CH:25]=4)[CH2:18][CH2:19]2)[N:11]=3)[CH:7]=[C:2]([CH3:1])[C:3]=1[O:27][CH2:30][C@H:31]([OH:32])[CH2:33][OH:34] |f:1.2|. The reactants are C[Si](C)(C)[N-][Si](C)(C)C.[Na+] (NaHMDS), C[Si](C)(C)[N-][Si](C)(C)C.[Na+] (NaHMDS), CN1CCN(CC1)CC1=CC=C(C(=O)OC)C=C1 (methyl 4-((4-methylpiperazin-1-yl)methyl)benzoate), NC1=CC(=NN1C(=O)OC(C)(C)C)CCC1=CC(=CC(=C1)OC)OC (tert-butyl 5-amino-3-[2-(3,5-dimethoxyphenyl)ethyl]-1H-pyrazole-1-carboxylate), [NH4+].[Cl-] (NH4Cl). Run in C1CCOC1 (THF), CC(=O)N(C)C (DMA). Reaction conditions: time 60 hour. Product: COC=1C=C(C=C(C1)OC)CCC1=CC(=NN1)NC(C1=CC=C(C=C1)CN1CCN(CC1)C)=O (N-[5-[2-(3,5-Dimethoxyphenyl)ethyl]-1H-pyrazol-3-yl]-4-[(4-methylpiperazin-1-yl)methyl]benzamide). The yield is 5.2%. Reaction SMILES: C[Si]([N-][Si](C)(C)C)(C)C.[Na+].[CH3:11][N:12]1[CH2:17][CH2:16][N:15]([CH2:18][C:19]2[CH:28]=[CH:27][C:22]([C:23]([O:25]C)=O)=[CH:21][CH:20]=2)[CH2:14][CH2:13]1.[NH2:29][C:30]1[N:34](C(OC(C)(C)C)=O)[N:33]=[C:32]([CH2:42][CH2:43][C:44]2[CH:49]=[C:48]([O:50][CH3:51])[CH:47]=[C:46]([O:52][CH3:53])[CH:45]=2)[CH:31]=1.[NH4+].[Cl-]>C1COCC1.CC(N(C)C)=O>[CH3:51][O:50][C:48]1[CH:49]=[C:44]([CH2:43][CH2:42][C:32]2[NH:33][N:34]=[C:30]([NH:29][C:23](=[O:25])[C:22]3[CH:21]=[CH:20][C:19]([CH2:18][N:15]4[CH2:14][CH2:13][N:12]([CH3:11])[CH2:17][CH2:16]4)=[CH:28][CH:27]=3)[CH:31]=2)[CH:45]=[C:46]([O:52][CH3:53])[CH:47]=1 |f:0.1,4.5|. Procedure details: A solution of NaHMDS (1M in THF) (2.83 mL, 2.83 mmol) was added dropwise to a stirred solution of methyl 4-((4-methylpiperazin-1-yl)methyl)benzoate (0.351 g, 1.41 mmol) and tert-butyl 5-amino-3-[2-(3,5-dimethoxyphenyl)ethyl]-1H-pyrazole-1-carboxylate (0.589 g, 1.70 mmol) in THF (3 mL), over a period of 10 mins under nitrogen. DMA (3 mL) was added. The resulting solution was stirred at room temperature for 60 h. A further aliquot of NaHMDS (1.415 mL, 1.415 mmol) was added dropwise and the solutio... Reactants: CC1=C(N=C(O1)C1=CC=C(C=C1)OCC1=NC=CC=C1)CCOS(=O)(=O)C (methanesulfonic acid 2-{5-methyl-2-[4-(pyridin-2-ylmethoxy)-phenyl]-oxazol-4-yl}-ethyl ester), N1CCCC1 (pyrrolidine). The solvent is C1CCOC1 (THF). Product: CC1=C(N=C(O1)C1=CC=C(OCC2=NC=CC=C2)C=C1)CCN1CCCC1 (2-{4-[5-Methyl-4-(2-pyrrolidin-1-yl-ethyl)-oxazol-2-yl]-phenoxymethyl}-pyridine). Reaction SMILES: [CH3:1][C:2]1[O:6][C:5]([C:7]2[CH:12]=[CH:11][C:10]([O:13][CH2:14][C:15]3[CH:20]=[CH:19][CH:18]=[CH:17][N:16]=3)=[CH:9][CH:8]=2)=[N:4][C:3]=1[CH2:21][CH2:22]OS(C)(=O)=O.[NH:28]1[CH2:32][CH2:31][CH2:30][CH2:29]1>C1COCC1>[CH3:1][C:2]1[O:6][C:5]([C:7]2[CH:8]=[CH:9][C:10]([O:13][CH2:14][C:15]3[CH:20]=[CH:19][CH:18]=[CH:17][N:16]=3)=[CH:11][CH:12]=2)=[N:4][C:3]=1[CH2:21][CH2:22][N:28]1[CH2:32][CH2:31][CH2:30][CH2:29]1. Procedure: A mixture of methanesulfonic acid 2-{5-methyl-2-[4-(pyridin-2-ylmethoxy)-phenyl]-oxazol-4-yl}-ethyl ester (0.85 mmol) and pyrrolidine (0.71 mL, 8.5 mmol) in THF (4 mL) is heated at reflux overnight. The mixture is partitioned between EtOAc and water. The aqueous phase is extracted with EtOAc (2×), and the combined organic phase is washed with brine and dried (NaSO4). After the solvent is removed, the residue is purified by flash chromatography chromatography [40 g SiO2, elute 20% (10% 2 M NH3 in... Starting materials: CC(=O)Cl, O=C(O)CCc1ccc(C(=O)CCl)cc1, COC(=O)CCCOc1ccccc1. The product is COC(=O)CCCOc1ccc(C(=O)CCl)cc1. Reaction SMILES: [CH3:15][C:16](=[O:17])[Cl:18].[Cl:19][CH2:20][C:21](=[O:22])[c:23]1[cH:24][cH:25][c:26]([CH2:27][CH2:28][C:29]([OH:30])=[O:31])[cH:32][cH:33]1.[O:1]([c:2]1[cH:3][cH:4][cH:5][cH:6][cH:7]1)[CH2:8][CH2:9][CH2:10][C:11](=[O:12])[O:13][CH3:14]>>[O:1]([c:2]1[cH:3][cH:4][c:5]([C:21]([CH2:20][Cl:19])=[O:22])[cH:6][cH:7]1)[CH2:8][CH2:9][CH2:10][C:11](=[O:12])[O:13][CH3:14]. Reactants: solution, [Li+].[B-](CC)(CC)CC (super hydride), NC1=NC2=C(C=3C=C(C=NC13)C(=O)OCC)C=CC(=C2)C (ethyl 5-amino-8-methylbenzo[f][1,7]naphthyridine-2-carboxylate). Run in C1CCOC1 (THF), C1CCOC1 (THF). Product: NC1=NC2=C(C=3C=C(C=NC13)CO)C=CC(=C2)C ((5-amino-8-methylbenzo[f][1,7]naphthyridin-2-yl)methanol). As a reaction SMILES: [NH2:1][C:2]1[C:11]2[N:10]=[CH:9][C:8]([C:12](OCC)=[O:13])=[CH:7][C:6]=2[C:5]2[CH:17]=[CH:18][C:19]([CH3:21])=[CH:20][C:4]=2[N:3]=1.[Li+].[B-](CC)(CC)CC>C1COCC1>[NH2:1][C:2]1[C:11]2[N:10]=[CH:9][C:8]([CH2:12][OH:13])=[CH:7][C:6]=2[C:5]2[CH:17]=[CH:18][C:19]([CH3:21])=[CH:20][C:4]=2[N:3]=1 |f:1.2,^1:22|. Procedure details: To a stirred solution of ethyl 5-amino-8-methylbenzo[f][1,7]naphthyridine-2-carboxylate (from the previous step) in THF (0.2 M) cooled in an ice-water bath was added 1 N solution of super hydride in THF (10 eq.). Upon completion of the reaction the reaction was quenched with 1 N HCl, and extracted with EtOAc. Combined organic extracts were concentrated en vacuo to obtain a crude residue. The crude material was purified by flash chromatography on a COMBIFLASH® system (ISCO) using 0-80% ethyl acet... The reactants are C(C)(=O)N1CCC(CC1)C1=CC(=C(C=C1F)C(CC(=O)OCC)=O)F (ethyl 4-(1-acetyl-4-piperidinyl)-2,5-difluoro-β-oxobenzenepropionate). Solvent: C(C)(=O)OC(C)=O (acetic anhydride), C(OCC)(OCC)OCC (triethyl orthoformate). The product is C(C)(=O)N1CCC(CC1)C1=CC(=C(C=C1F)C(C(C(=O)OCC)=COCC)=O)F (Ethyl 4-(1-acetyl-4-piperidinyl)-α-(ethoxymethylene)-2,5-difluoro-β-oxobenzenepropionate). Reaction SMILES: [C:1]([N:4]1[CH2:9][CH2:8][CH:7]([C:10]2[C:15]([F:16])=[CH:14][C:13]([C:17](=[O:24])[CH2:18][C:19]([O:21][CH2:22][CH3:23])=[O:20])=[C:12]([F:25])[CH:11]=2)[CH2:6][CH2:5]1)(=[O:3])[CH3:2]>C(OC(=O)C)(=O)C.C(OCC)(OCC)OCC>[C:1]([N:4]1[CH2:9][CH2:8][CH:7]([C:10]2[C:15]([F:16])=[CH:14][C:13]([C:17](=[O:24])[C:18](=[CH:22][O:21][CH2:19][CH3:18])[C:19]([O:21][CH2:22][CH3:23])=[O:20])=[C:12]([F:25])[CH:11]=2)[CH2:6][CH2:5]1)(=[O:3])[CH3:2]. Reported procedure: A solution of 2.68 g (7.57 mmol) ethyl 4-(1-acetyl-4-piperidinyl)-2,5-difluoro-β-oxobenzenepropionate in 16 ml of acetic anhydride and 1.9 ml of triethyl orthoformate was refluxed 1.25 hours. The title compound was isolated as a syrup after evaporation under vacuum in an oil bath at 80° C.